This data is from the Open Reaction Database (ORD), a public repository of structured organic reaction records. The task is: describe an organic reaction: reactants, conditions, products, and yield Product: N1(CCOCC1)C=1C=C(C=CC1)N (3-(4Morpholinyl)benzenamine). The reactants are [H][H] (hydrogen), [N+](=O)([O-])C=1C=C(C=CC1)N1CCOCC1 (4-(3-Nitrophenyl)morpholine), [N+](=O)([O-])C=1C=C(C=CC1)N1CCOCC1 (4-(3-Nitrophenyl)morpholine). The solvent is C(C)O (ethanol), CN(C=O)C (dimethylformamide). RXN SMILES: [N+:1]([C:4]1[CH:5]=[C:6]([N:10]2[CH2:15][CH2:14][O:13][CH2:12][CH2:11]2)[CH:7]=[CH:8][CH:9]=1)([O-])=O.[H][H]>[Pd].C(O)C.CN(C)C=O>[N:10]1([C:6]2[CH:5]=[C:4]([NH2:1])[CH:9]=[CH:8][CH:7]=2)[CH2:11][CH2:12][O:13][CH2:14][CH2:15]1. Reported procedure: A flask containing 5% palladium on carbon (1.95 g) was evacuated and refilled with hydrogen. 4-(3-Nitrophenyl)morpholine (intermediate 2) (19.5 g, 93.75 mmol) was introduced into the flask as a solution in ethanol and dimethylformamide (1000 ml, 4:1 v/v). The reaction was stirred at room temperature until further uptake of hydrogen ceased (after approximately 7 L). The reaction was then filtered through celite and solvent removed in vacuo to yield the desired product (12.6 g, 70.6 mmol) as a bei... Reagents/catalysts: [Pd] (palladium on carbon). The yield is 75.3%. Starting materials: Cc1cc(Br)cc(C)c1N, CCCCCCC(=O)Cl, CC#N. The product is CCCCCCC(=O)Nc1c(C)cc(Br)cc1C. RXN SMILES: [Br:10][c:11]1[cH:12][c:13]([CH3:19])[c:14]([NH2:15])[c:16]([CH3:18])[cH:17]1.[C:1]([CH2:2][CH2:3][CH2:4][CH2:5][CH2:6][CH3:7])(=[O:8])[Cl:9].[CH3:20][C:21]#[N:22]>>[C:1]([CH2:2][CH2:3][CH2:4][CH2:5][CH2:6][CH3:7])(=[O:8])[NH:15][c:14]1[c:13]([CH3:19])[cH:12][c:11]([Br:10])[cH:17][c:16]1[CH3:18]. The reactants are CN1N=CC(=C1C)CN1CCN(CC1)C1=NC=CN=C1C1=CC=C(C=C1)CO ({4-[4-(1,5-dimethyl-1H-pyrazol-4-ylmethyl)-3,4,5,6-tetrahydro-2H-[1,2′]bipyrazinyl-3′-yl]-phenyl}-methanol), S(=O)(Cl)Cl (thionyl chloride). Solvent: C(Cl)Cl (DCM). Yields the product Cl.Cl.ClCC1=CC=C(C=C1)C=1C(=NC=CN1)N1CCN(CC1)CC=1C=NN(C1C)C (3′-(4-chloromethyl-phenyl)-4-(1,5-dimethyl-1H-pyrazol-4-ylmethyl)-3,4,5,6-tetrahydro-2H-[1,2′]bipyrazinyl dihydrochloride). Isolated yield 100.0%. As a reaction SMILES: [CH3:1][N:2]1[C:6]([CH3:7])=[C:5]([CH2:8][N:9]2[CH2:14][CH2:13][N:12]([C:15]3[C:20]([C:21]4[CH:26]=[CH:25][C:24]([CH2:27]O)=[CH:23][CH:22]=4)=[N:19][CH:18]=[CH:17][N:16]=3)[CH2:11][CH2:10]2)[CH:4]=[N:3]1.S(Cl)([Cl:31])=O>C(Cl)Cl>[ClH:31].[ClH:31].[Cl:31][CH2:27][C:24]1[CH:25]=[CH:26][C:21]([C:20]2[C:15]([N:12]3[CH2:13][CH2:14][N:9]([CH2:8][C:5]4[CH:4]=[N:3][N:2]([CH3:1])[C:6]=4[CH3:7])[CH2:10][CH2:11]3)=[N:16][CH:17]=[CH:18][N:19]=2)=[CH:22][CH:23]=1 |f:3.4.5|. Reported procedure: Dissolve {4-[4-(1,5-dimethyl-1H-pyrazol-4-ylmethyl)-3,4,5,6-tetrahydro-2H-[1,2′]bipyrazinyl-3′-yl]-phenyl}-methanol (1.00 g, 2.64 mmol) in DCM (60 mL). Add thionyl chloride (6 mL) and stir at room temperature for 2 hr. Concentrate in vacuo to give 3′-(4-chloromethyl-phenyl)-4-(1,5-dimethyl-1H-pyrazol-4-ylmethyl)-3,4,5,6-tetrahydro-2H-[1,2′]bipyrazinyl dihydrochloride as a yellow solid (1.20 g, 100%). MS (ES): m/z=397 [M+H]+ The reactants are C1NC(CC=2C3=CC=CC=C3NC12)C(=O)O ((3RS)-1,2,3,4-tetrahydro-β-carboline-3-carboxylic acid), C(CCCCCCCCC)Br (n-decyl bromide), C(=S)=S (carbon disulfide), [OH-].[Na+] (NaOH), O (water). Solvent: CS(=O)C (dimethylsulfoxide). The product is C(CCCCCCCCC)SC(=S)N1CC=2NC3=CC=CC=C3C2CC1C(=O)O ((3RS)-2-[(n-Decylthio)thiocarbonyl]-1,2,3,4-tetrahydro-β-carboline-3-carboxylic acid). Isolated yield 55.0%. RXN SMILES: [CH2:1]1[C:13]2[NH:12][C:11]3[C:6](=[CH:7][CH:8]=[CH:9][CH:10]=3)[C:5]=2[CH2:4][CH:3]([C:14]([OH:16])=[O:15])[NH:2]1.[OH-].[Na+].O.[CH2:20](Br)[CH2:21][CH2:22][CH2:23][CH2:24][CH2:25][CH2:26][CH2:27][CH2:28][CH3:29].[C:31](=[S:33])=[S:32]>CS(C)=O>[CH2:20]([S:33][C:31]([N:2]1[CH:3]([C:14]([OH:16])=[O:15])[CH2:4][C:5]2[C:6]3[C:11](=[CH:10][CH:9]=[CH:8][CH:7]=3)[NH:12][C:13]=2[CH2:1]1)=[S:32])[CH2:21][CH2:22][CH2:23][CH2:24][CH2:25][CH2:26][CH2:27][CH2:28][CH3:29] |f:1.2|. Procedure: In the same manner as described in Example 6, (3RS)-1,2,3,4-tetrahydro-β-carboline-3-carboxylic acid (4.32 g), NaOH (1.65 g), water (2 ml), dimethylsulfoxide (24 ml), carbon disulfide (1.2 ml) and n-decyl bromide (5.31 g) are reacted and treated. The residue thus obtained is purified by silica gel column chromatography (solvent, chloroform:methanol:acetic acid=98:1:0.5) and then crystallized from n-hexane to give the title compound (4.8 g, 55%), m.p. 152.5°-154° C. (decomp.). Starting materials: BrC1=C(C=O)C(=CN=C1)Br (3,5-dibromoisonicotinaldehyde), CC1(CC=2N3CCNC(C3=CC2C1)=O)C (4,4-Dimethyl-1,10-diazatricyclo[6.4.0.02,6]dodeca-2(6),7-dien-9-one), C([O-])([O-])=O.[Cs+].[Cs+] (cesium carbonate), CC1(C2=C(C(=CC=C2)P(C3=CC=CC=C3)C4=CC=CC=C4)OC5=C(C=CC=C51)P(C6=CC=CC=C6)C7=CC=CC=C7)C (Xantphos). Reagents/catalysts: C=1C=CC(=CC1)/C=C/C(=O)/C=C/C2=CC=CC=C2.C=1C=CC(=CC1)/C=C/C(=O)/C=C/C2=CC=CC=C2.C=1C=CC(=CC1)/C=C/C(=O)/C=C/C2=CC=CC=C2.[Pd].[Pd] (Pd2(dba)3). Solvent: O1CCOCC1 (1,4-dioxane). Conditions: temperature 100 celsius. Product: BrC=1C=NC=C(C1C=O)N1C(C2=CC=3CC(CC3N2CC1)(C)C)=O (3-Bromo-5-{4,4-dimethyl-9-oxo-1,10-diazatricyclo[6.4.0.02,6]dodeca-2(6),7-dien-10-yl}pyridine-4-carbaldehyde). Yield: 67.8%. RXN SMILES: Br[C:2]1[CH:9]=[N:8][CH:7]=[C:6]([Br:10])[C:3]=1[CH:4]=[O:5].[CH3:11][C:12]1([CH3:25])[CH2:23][C:22]2[CH:21]=[C:20]3[N:15]([CH2:16][CH2:17][NH:18][C:19]3=[O:24])[C:14]=2[CH2:13]1.C(=O)([O-])[O-].[Cs+].[Cs+].CC1(C)C2C(=C(P(C3C=CC=CC=3)C3C=CC=CC=3)C=CC=2)OC2C(P(C3C=CC=CC=3)C3C=CC=CC=3)=CC=CC1=2>C1C=CC(/C=C/C(/C=C/C2C=CC=CC=2)=O)=CC=1.C1C=CC(/C=C/C(/C=C/C2C=CC=CC=2)=O)=CC=1.C1C=CC(/C=C/C(/C=C/C2C=CC=CC=2)=O)=CC=1.[Pd].[Pd].O1CCOCC1>[Br:10][C:6]1[CH:7]=[N:8][CH:9]=[C:2]([N:18]2[CH2:17][CH2:16][N:15]3[C:20](=[CH:21][C:22]4[CH2:23][C:12]([CH3:11])([CH3:25])[CH2:13][C:14]=43)[C:19]2=[O:24])[C:3]=1[CH:4]=[O:5] |f:2.3.4,6.7.8.9.10|. Reported procedure: A 100-mL single-neck round-bottomed flask equipped with a magnetic stirrer and reflux condenser was charged with 1,4-dioxane (15 mL), 3,5-dibromoisonicotinaldehyde (400 mg, 1.5 mmol), 107e (155 mg, 0.76 mmol), and cesium carbonate (176 mg, 1.5 mmol). Xantphos (40 mg, 0.08 mmol) and Pd2(dba)3 (70 mg, 0.08 mmol) were added, and the reaction mixture was heated at 100° C. for 5 h. After this time the reaction was cooled to room temperature and filtered. The filtrate was concentrated under reduced pr... Starting materials: C(C)(=O)OCC (ethyl acetate), [C]=O (carbon monoxide), Cl (hydrogen chloride), ClS(=O)(=O)O (chlorosulfonic acid), C1(=CC(=CC(=C1)C)C)C (mesitylene), [Cl-].[Al+3].[Cl-].[Cl-] (aluminum chloride). The reagents and catalysts are [Ni](Cl)Cl (nickel dichloride). Run in O (water), C1=CC=CC=C1 (benzene), C(=O)O (formic acid), C1=CC=CC=C1 (benzene). The product is CC1=C(C=O)C(=CC(=C1)C)C (2,4,6-trimethylbenzaldehyde). Reaction SMILES: [C:1]1([CH3:9])[CH:6]=[C:5]([CH3:7])[CH:4]=[C:3]([CH3:8])[CH:2]=1.[Cl-].[Al+3].[Cl-].[Cl-].ClS(O)(=O)=O.[C]=O.Cl.[C:22](OCC)(=[O:24])C>[Ni](Cl)Cl.O.C1C=CC=CC=1.C(O)=O>[CH3:9][C:1]1[CH:6]=[C:5]([CH3:7])[CH:4]=[C:3]([CH3:8])[C:2]=1[CH:22]=[O:24] |f:1.2.3.4,^3:18|. Procedure: A benzene solution of 180 g (1.5 moles) of mesitylene, 90 g of aluminum chloride and 13 g of nickel dichloride was stirred at 70° C. to 80° C. Simultaneously, 125 ml of formic acid was added dropwise to 230 ml of chlorosulfonic acid to generate carbon monoxide and hydrogen chloride gas which were blown into the above benzene solution for 6 hours. Next, water and ethyl acetate were added to the solution which was separated into an organic and an aqueous layer. The organic layer was washed with an...